This data is from the Open Reaction Database (ORD), a public repository of structured organic reaction records. The task is: describe an organic reaction: reactants, conditions, products, and yield Starting materials: O=C(n1ccnc1)n1ccnc1, CS(N)(=O)=O, CN(C)C=O, CC1(C)Cc2cc(C(=O)O)ccc2NC1c1cccc(N2CCOCC2)c1, [H-], [Na+]. Product: CC1(C)Cc2cc(C(=O)NS(C)(=O)=O)ccc2NC1c1cccc(N2CCOCC2)c1. RXN SMILES: [C:35]([n:36]1[cH:37][cH:38][n:39][cH:40]1)([n:41]1[cH:42][cH:43][n:44][cH:45]1)=[O:46].[CH3:1][S:2](=[O:3])(=[O:4])[NH2:5].[CH3:47][N:48]([CH3:49])[CH:50]=[O:51].[CH3:8][C:9]1([CH3:34])[CH:10]([c:22]2[cH:23][c:24]([N:28]3[CH2:29][CH2:30][O:31][CH2:32][CH2:33]3)[cH:25][cH:26][cH:27]2)[NH:11][c:12]2[cH:13][cH:14][c:15]([C:19](=[O:20])[OH:21])[cH:16][c:17]2[CH2:18]1.[H-:6].[Na+:7]>>[CH3:1][S:2](=[O:3])(=[O:4])[NH:5][C:19]([c:15]1[cH:14][cH:13][c:12]2[c:17]([cH:16]1)[CH2:18][C:9]([CH3:8])([CH3:34])[CH:10]([c:22]1[cH:23][c:24]([N:28]3[CH2:29][CH2:30][O:31][CH2:32][CH2:33]3)[cH:25][cH:26][cH:27]1)[NH:11]2)=[O:20]. The reagents and catalysts are [OH-].[OH-].[Pd+2] (Pd(OH)2). Reaction conditions: time 16 hour. Reactants: C(C)OC(C[C@H](CCC)N([C@@H](C)C1=CC=CC=C1)CC1=CC=CC=C1)=O ((S)-3-[Benzyl-((S)-1-phenyl-ethyl)-amino]-hexanoic acid ethyl ester). The solvent is CCO (EtOH). The yield is 87.3%. The product is C(C)OC(C[C@H](CCC)N)=O ((S)-3-Amino-hexanoic acid ethyl ester). RXN SMILES: [CH2:1]([O:3][C:4](=[O:26])[CH2:5][C@@H:6]([N:10](CC1C=CC=CC=1)[C@H](C1C=CC=CC=1)C)[CH2:7][CH2:8][CH3:9])[CH3:2]>CCO.[OH-].[OH-].[Pd+2]>[CH2:1]([O:3][C:4](=[O:26])[CH2:5][C@@H:6]([NH2:10])[CH2:7][CH2:8][CH3:9])[CH3:2] |f:2.3.4|. Reported procedure: To a solution of (S)-3-[Benzyl-((S)-1-phenyl-ethyl)-amino]-hexanoic acid ethyl ester (20.8 g, 59 mmol) in EtOH (50 mL) is added Pd(OH)2 (20% in carbon) (2 g). The mixture is stirred under hydrogen atmosphere with 40 psi for 16 hours. The mixture is filtered and the filtrate is concentrated to give the title compound (8.2 g, 87%). Reactants: C1CCOC1 (THF), O\N=C(\C(=O)OCC)/C1=C(C=CC=C1)C (ethyl (E)-α-hydroxyimino-o-tolylacetate), [H-].[Na+] (sodium hydride), S(=O)(=O)(OC)OC (dimethyl sulfate). Run in C(C)(=O)OCC (ethyl acetate), O (Water). Run at time 30 minute. The product is CO\N=C(\C(=O)OCC)/C1=C(C=CC=C1)C (ethyl (E)-α-methoxyimino-o-tolylacetate). The yield is 98.0%. As a reaction SMILES: [CH2:1]1COCC1.[OH:6]/[N:7]=[C:8](\[C:14]1[CH:19]=[CH:18][CH:17]=[CH:16][C:15]=1[CH3:20])/[C:9]([O:11][CH2:12][CH3:13])=[O:10].[H-].[Na+].S(OC)(OC)(=O)=O>C(OCC)(=O)C.O>[CH3:1][O:6]/[N:7]=[C:8](\[C:14]1[CH:19]=[CH:18][CH:17]=[CH:16][C:15]=1[CH3:20])/[C:9]([O:11][CH2:12][CH3:13])=[O:10] |f:2.3|. Reported procedure: To 50 ml of a THF solution with 10.0 g of ethyl (E)-α-hydroxyimino-o-tolylacetate (48 mmol), 2.2 g of 60%-sodium hydride (53 mmol) was added under ice-cooling and the solution was stirred for 30 minutes. The solution, to which 6.7 g of dimethyl sulfate (53 mmol) was added dropwise, was stirred at room temperature for one more hour. Water and ethyl acetate were added to the reaction solution, and the organic layer was washed with water, dried over anhydrous magnesium sulfate and concentrated to g...